Dataset: the Open Reaction Database (ORD), a public repository of structured organic reaction records. Task: describe an organic reaction: reactants, conditions, products, and yield The reactants are C[C@@H]1CNC[C@@H](C1)C (cis-3,5-dimethylpiperidine), ClC1=C(C(=O)O)C=C(C=C1Cl)S(=O)(=O)Cl (2,3-dichloro-5-chlorosulfonylbenzoic acid). Run in C(Cl)Cl (methylene chloride). The product is ClC1=C(C(=O)O)C=C(C=C1Cl)S(=O)(=O)N1C[C@H](C[C@H](C1)C)C (2,3-Dichloro-5-(cis-3,5-dimethylpiperidinosulfonyl)benzoic Acid). As a reaction SMILES: [CH3:1][C@H:2]1[CH2:7][C@@H:6]([CH3:8])[CH2:5][NH:4][CH2:3]1.[Cl:9][C:10]1[C:18]([Cl:19])=[CH:17][C:16]([S:20](Cl)(=[O:22])=[O:21])=[CH:15][C:11]=1[C:12]([OH:14])=[O:13]>C(Cl)Cl>[Cl:9][C:10]1[C:18]([Cl:19])=[CH:17][C:16]([S:20]([N:4]2[CH2:5][C@H:6]([CH3:8])[CH2:7][C@H:2]([CH3:1])[CH2:3]2)(=[O:22])=[O:21])=[CH:15][C:11]=1[C:12]([OH:14])=[O:13]. Procedure details: To cis-3,5-dimethylpiperidine (374 mg.; 3.3 m moles) in 3 ml. of methylene chloride is added 192 mg. (0.66 m moles) of 2,3-dichloro-5-chlorosulfonylbenzoic acid and the mixture heated to reflux for 1.5 hrs. The solvent is removed under reduced pressure, and the residue is partitioned between 25 ml. of 1 N sodium hydroxide solution and diethyl ether. The aqueous layer is separated, acidified with 6 N hydrochloric acid and the resulting precipitated product filtered and dried, 230 mg., m.p. 235°-2... The reactants are CC(=O)O, CCOC(=O)c1cnoc1C1CC1, Cl, O. Yields the product O=C(O)c1cnoc1C1CC1. Reaction SMILES: [CH3:14][C:15](=[O:16])[OH:17].[CH:1]1([c:4]2[c:5]([C:9](=[O:10])[O:11][CH2:12][CH3:13])[cH:6][n:7][o:8]2)[CH2:2][CH2:3]1.[ClH:18].[OH2:19]>>[CH:1]1([c:4]2[c:5]([C:9](=[O:10])[OH:11])[cH:6][n:7][o:8]2)[CH2:2][CH2:3]1. Reactants: O=C([O-])[O-], CI, CC(C)[Si]1(C(C)C)OCC2OC(n3cnc4c(Cl)ncnc43)C(O)C2O[Si](C(C)C)(C(C)C)O1, [Cs+], [Cs+], CN(C)C=O. The product is COC1C2O[Si](C(C)C)(C(C)C)O[Si](C(C)C)(C(C)C)OCC2OC1n1cnc2c(Cl)ncnc21. RXN SMILES: [C:35](=[O:36])([O-:37])[O-:38].[CH3:41][I:42].[Cl:1][c:2]1[c:3]2[n:4][cH:5][n:6]([CH:11]3[CH:12]([OH:34])[CH:13]4[O:14][Si:15]([CH:28]([CH3:29])[CH3:30])([CH:31]([CH3:32])[CH3:33])[O:16][Si:17]([CH:22]([CH3:23])[CH3:24])([CH:25]([CH3:26])[CH3:27])[O:18][CH2:19][CH:20]4[O:21]3)[c:7]2[n:8][cH:9][n:10]1.[Cs+:39].[Cs+:40].[O:43]=[CH:44][N:45]([CH3:46])[CH3:47]>>[Cl:1][c:2]1[c:3]2[n:4][cH:5][n:6]([CH:11]3[CH:12]([O:34][CH3:35])[CH:13]4[O:14][Si:15]([CH:28]([CH3:29])[CH3:30])([CH:31]([CH3:32])[CH3:33])[O:16][Si:17]([CH:22]([CH3:23])[CH3:24])([CH:25]([CH3:26])[CH3:27])[O:18][CH2:19][CH:20]4[O:21]3)[c:7]2[n:8][cH:9][n:10]1. The reactants are O (water), O (water), C(C1=CC=CC=C1)OC1=C(C=NC=C1)OC1=C(C=C(C(=C1)N1C(N(C(=CC1=O)C(F)(F)F)C)=O)F)[N+](=O)[O-] (4-benzyloxy-3-{4-fluoro-5-[3-methyl-2,6-dioxo-4-(trifluoromethyl)-1,2,3,6-tetrahydropyrimidin-1-yl]-2-nitrophenoxy}pyridine). Reagents/catalysts: [Fe] (iron). The solvent is C(C)(=O)O (acetic acid), C(C)(=O)O (acetic acid), C(C)(=O)OCC (ethyl acetate). Reaction conditions: temperature 45 celsius, time 3 hour. Product: NC1=C(OC=2C=NC=CC2OCC2=CC=CC=C2)C=C(C(=C1)F)N1C(N(C(=CC1=O)C(F)(F)F)C)=O (3-{2-amino-4-fluoro-5-[3-methyl-2,6-dioxo-4-(trifluoromethyl)-1,2,3,6-tetrahydropyrimidin-1-yl]phenoxy}-4-benzyloxypyridine). Isolated yield 84.7%. As a reaction SMILES: O.[CH2:2]([O:9][C:10]1[CH:15]=[CH:14][N:13]=[CH:12][C:11]=1[O:16][C:17]1[CH:22]=[C:21]([N:23]2[C:28](=[O:29])[CH:27]=[C:26]([C:30]([F:33])([F:32])[F:31])[N:25]([CH3:34])[C:24]2=[O:35])[C:20]([F:36])=[CH:19][C:18]=1[N+:37]([O-])=O)[C:3]1[CH:8]=[CH:7][CH:6]=[CH:5][CH:4]=1>C(O)(=O)C.C(OCC)(=O)C.[Fe]>[NH2:37][C:18]1[CH:19]=[C:20]([F:36])[C:21]([N:23]2[C:28](=[O:29])[CH:27]=[C:26]([C:30]([F:31])([F:33])[F:32])[N:25]([CH3:34])[C:24]2=[O:35])=[CH:22][C:17]=1[O:16][C:11]1[CH:12]=[N:13][CH:14]=[CH:15][C:10]=1[O:9][CH2:2][C:3]1[CH:8]=[CH:7][CH:6]=[CH:5][CH:4]=1. Procedure: To a mixture of 0.55 g of an iron powder, 3 ml of acetic acid and 0.3 ml of water was added a solution of 0.548 g of 4-benzyloxy-3-{4-fluoro-5-[3-methyl-2,6-dioxo-4-(trifluoromethyl)-1,2,3,6-tetrahydropyrimidin-1-yl]-2-nitrophenoxy}pyridine in 0.5 ml of acetic acid and 3 ml of ethyl acetate dropwise. After completion of the addition, the mixture was stirred for 3 hour at 40-50° C. The mixture was poured into water, then, the mixture was filtrated through Celite, and extracted with ethyl acetate.... The reactants are ClCC1=NC=CC=C1N(CC)C[C@@H]1CC[C@H](CC1)CC(=O)OCC (ethyl (trans-4-{[[2-(chloromethyl)pyridin-3-yl](ethyl)amino]methyl}cyclohexyl)acetate), [NH4+].[Cl-] (NH4Cl), CC(C)([O-])C.[K+] (Potassium t-butoxide), FC(C=1C=C(C=C(C1)C(F)(F)F)[C@@H]1[C@@H](NC(O1)=O)C)(F)F ((4S,5R)-5-[3,5-bis(trifluoromethyl)phenyl]-4-methyl-1,3-oxazolidin-2-one). Solvent: CN(C)C=O (DMF), O (water), CN(C)C=O (DMF). Reaction conditions: time 5 minute. The product is FC(C=1C=C(C=C(C1)C(F)(F)F)[C@@H]1[C@@H](N(C(O1)=O)CC1=NC=CC=C1N(CC)C[C@@H]1CC[C@H](CC1)CC(=O)OCC)C)(F)F (ethyl (trans-4-{[[2-({(4S,5R)-5-[3,5-bis(trifluoromethyl)phenyl]-4-methyl-2-oxo-1,3-oxazolidin-3-yl}methyl)pyridin-3-yl](ethyl)amino]methyl}cyclohexyl)acetate). Reaction SMILES: CC(C)([O-])C.[K+].[F:7][C:8]([F:27])([F:26])[C:9]1[CH:10]=[C:11]([C@H:19]2[O:23][C:22](=[O:24])[NH:21][C@H:20]2[CH3:25])[CH:12]=[C:13]([C:15]([F:18])([F:17])[F:16])[CH:14]=1.Cl[CH2:29][C:30]1[C:35]([N:36]([CH2:39][C@H:40]2[CH2:45][CH2:44][C@H:43]([CH2:46][C:47]([O:49][CH2:50][CH3:51])=[O:48])[CH2:42][CH2:41]2)[CH2:37][CH3:38])=[CH:34][CH:33]=[CH:32][N:31]=1.[NH4+].[Cl-]>CN(C=O)C.O>[F:27][C:8]([F:7])([F:26])[C:9]1[CH:10]=[C:11]([C@H:19]2[O:23][C:22](=[O:24])[N:21]([CH2:29][C:30]3[C:35]([N:36]([CH2:39][C@H:40]4[CH2:45][CH2:44][C@H:43]([CH2:46][C:47]([O:49][CH2:50][CH3:51])=[O:48])[CH2:42][CH2:41]4)[CH2:37][CH3:38])=[CH:34][CH:33]=[CH:32][N:31]=3)[C@H:20]2[CH3:25])[CH:12]=[C:13]([C:15]([F:16])([F:17])[F:18])[CH:14]=1 |f:0.1,4.5|. Procedure: Potassium t-butoxide (55.3 mg, 0.493 mmol) was added to a stirred solution of (4S,5R)-5-[3,5-bis(trifluoromethyl)phenyl]-4-methyl-1,3-oxazolidin-2-one (180.2 mg, 0.575 mmol) in dry DMF (5 mL) at room temperature under N2. The solution was stirred for 5 min at room temperature. A solution of ethyl (trans-4-{[[2-(chloromethyl)pyridin-3-yl](ethyl)amino]methyl}cyclohexyl)acetate (145.0 mg, 0.411 mmol) in dry DMF (2 mL) was added via cannula and the reaction was stirred at room temperature for 3 h. S... The reactants are CN1C(=C(C(=C1)C)C1=C(C=CC=C1)[N+](=O)[O-])C(=O)OCC (ethyl 1,4-dimethyl-3-(2'-nitrophenyl)-2-pyrrolecarboxylate), CC(=O)C.C(=O)=O (acetone dry ice). The solvent is C(Cl)Cl (methylene chloride), C1(=CC=CC=C1)C (toluene). Run at temperature -78 celsius. Yields the product CN1C(=C(C(=C1)C)C1=C(C=CC=C1)[N+](=O)[O-])CO (1,4-dimethyl-2-hydroxymethyl-(2'-nitrophenyl) pyrrole). Reaction SMILES: [CH3:1][N:2]1[CH:6]=[C:5]([CH3:7])[C:4]([C:8]2[CH:13]=[CH:12][CH:11]=[CH:10][C:9]=2[N+:14]([O-:16])=[O:15])=[C:3]1[C:17](OCC)=[O:18].CC(C)=O.C(=O)=O>C(Cl)Cl.C1(C)C=CC=CC=1>[CH3:1][N:2]1[CH:6]=[C:5]([CH3:7])[C:4]([C:8]2[CH:13]=[CH:12][CH:11]=[CH:10][C:9]=2[N+:14]([O-:16])=[O:15])=[C:3]1[CH2:17][OH:18] |f:1.2|. Procedure: 200 mg (7) are dissolved in 30 ml of anhydrous methylene chloride and the solution is cooled to -78° C. in a bath (acetone/dry ice). 2.8 ml (4 equivalents) of 1M dibal in toluene are added dropwise. Stirring is maintained for 2 hours at -78° C., the flask is then removed from the cooling medium and 50 ml of aqueous (10%) sodium carbonate solution are introduced. A substantial emulsion appears, and is removed by filtration on celite. The clear organic phase collected is washed with water saturate... The reactants are Cl (hydrochloric acid), O1CCOCC1 (dioxane), OC1(CN(C1)C(=O)OC(C)(C)C)C(C)O (1,1-Dimethylethyl 3-hydroxy-3-(1-hydroxyethyl)azetidine-1-carboxylate). Solvent: CO (methanol). Product: Cl.OC(C)C1(CNC1)O (3-(1-hydroxyethyl)azetidin-3-ol hydrochloride). Reaction SMILES: [OH:1][C:2]1([CH:13]([OH:15])[CH3:14])[CH2:5][N:4](C(OC(C)(C)C)=O)[CH2:3]1.[ClH:16].O1CCOCC1>CO>[ClH:16].[OH:15][CH:13]([C:2]1([OH:1])[CH2:5][NH:4][CH2:3]1)[CH3:14] |f:4.5|. Procedure details: 1,1-Dimethylethyl 3-hydroxy-3-(1-hydroxyethyl)azetidine-1-carboxylate (200 mg, 0.922 mmol) was dissolved in methanol (5 mL) and 4 N hydrochloric acid in dioxane (1 mL, 4 mmol) was added. The mixture was refluxed for 15 minutes and then was concentrated in vacuo to afford 3-(1-hydroxyethyl)azetidin-3-ol hydrochloride (0.922 mmol). Starting materials: ClCCl, C1CCNCC1, CCN=C=NCCCN(C)C, COC1=C(OC)C(=O)C(Cc2ccc(OC(C)C)c(C(=O)O)c2)=C(C)C1=O, Cl, O. The product is COC1=C(OC)C(=O)C(Cc2ccc(OC(C)C)c(C(=O)N3CCCCC3)c2)=C(C)C1=O. RXN SMILES: [CH2:19]([Cl:20])[Cl:21].[CH2:1]1[CH2:2][CH2:3][NH:4][CH2:5][CH2:6]1.[CH2:8]([N:9]=[C:10]=[N:11][CH2:12][CH2:13][CH2:14][N:15]([CH3:16])[CH3:17])[CH3:18].[CH3:22][O:23][C:24]1=[C:29]([O:30][CH3:31])[C:28](=[O:32])[C:27]([CH2:33][c:34]2[cH:35][cH:36][c:37]([O:43][CH:44]([CH3:45])[CH3:46])[c:38]([C:39](=[O:40])[OH:41])[cH:42]2)=[C:26]([CH3:47])[C:25]1=[O:48].[ClH:7].[OH2:49]>>[CH2:1]1[CH2:2][CH2:3][N:4]([C:39]([c:38]2[c:37]([O:43][CH:44]([CH3:45])[CH3:46])[cH:36][cH:35][c:34]([CH2:33][C:27]3=[C:26]([CH3:47])[C:25](=[O:48])[C:24]([O:23][CH3:22])=[C:29]([O:30][CH3:31])[C:28]3=[O:32])[cH:42]2)=[O:40])[CH2:5][CH2:6]1. Starting materials: ClC1=NC(=CN=C1)Cl (2,6-dichloropyrazine), C([O-])([O-])=O.[Na+].[Na+] (sodium carbonate), ClC1=CC=C(C=C1)B(O)O (4-chlorophenylboronic acid). Reagents/catalysts: [Pd].C1(=CC=CC=C1)P(C1=CC=CC=C1)C1=CC=CC=C1.C1(=CC=CC=C1)P(C1=CC=CC=C1)C1=CC=CC=C1.C1(=CC=CC=C1)P(C1=CC=CC=C1)C1=CC=CC=C1.C1(=CC=CC=C1)P(C1=CC=CC=C1)C1=CC=CC=C1 (tetrakis(triphenylphosphine) palladium (0)). Solvent: C(OC)COC (dimethoxyethane), O (water), O (water). The product is ClC1=NC(=CN=C1)C1=CC=C(C=C1)Cl (2-Chloro-6-(4-chlorophenyl)pyrazine). The yield is 308.1%. As a reaction SMILES: Cl[C:2]1[CH:7]=[N:6][CH:5]=[C:4]([Cl:8])[N:3]=1.C(=O)([O-])[O-].[Na+].[Na+].[Cl:15][C:16]1[CH:21]=[CH:20][C:19](B(O)O)=[CH:18][CH:17]=1>C(COC)OC.O.[Pd].C1(P(C2C=CC=CC=2)C2C=CC=CC=2)C=CC=CC=1.C1(P(C2C=CC=CC=2)C2C=CC=CC=2)C=CC=CC=1.C1(P(C2C=CC=CC=2)C2C=CC=CC=2)C=CC=CC=1.C1(P(C2C=CC=CC=2)C2C=CC=CC=2)C=CC=CC=1>[Cl:8][C:4]1[CH:5]=[N:6][CH:7]=[C:2]([C:19]2[CH:20]=[CH:21][C:16]([Cl:15])=[CH:17][CH:18]=2)[N:3]=1 |f:1.2.3,7.8.9.10.11|. Procedure: To a mixture of 2,6-dichloropyrazine (3 g, 20 mmol), sodium carbonate (5.5 g, 52 mmol) and 4-chlorophenylboronic acid (3.79 g, 3.36 mmol) in dimethoxyethane (140 mL) and water (70 mL) under nitrogen was added tetrakis(triphenylphosphine) palladium (0) (0.46 g). The resulting mixture was heated at reflux for 18 h under nitrogen. The reaction mixture was allowed to cool to room temperature and diluted with water (150 mL) and extracted with dichloromethane (2×200 mL). The organic solution was passe... Starting materials: resultant mixture, C(C)OC(=O)C1=CC=C2C(=CC=CN2C1=O)SC(N(C)C)=O (3-ethoxycarbonyl-9-dimethylcarbamoylthio-4H-quinolizin-4-one), Cl[O-].[Na+] (sodium hypochlorite), [H-].[Na+] (sodium hydride), C(CC)S (n-propyl mercaptan). The solvent is O1CCCC1 (tetrahydrofuran), O1CCCC1 (tetrahydrofuran). Conditions: time 30 minute. Yields the product C(C)OC(=O)C1=CC=C2C(=CC=CN2C1=O)S (3-ethoxycarbonyl-9-mercapto-4H-quinolizin-4-one). The yield is 56.3%. Reaction SMILES: [H-].[Na+].C(S)CC.[CH2:7]([O:9][C:10]([C:12]1[C:21](=[O:22])[N:20]2[C:15]([C:16]([S:23]C(=O)N(C)C)=[CH:17][CH:18]=[CH:19]2)=[CH:14][CH:13]=1)=[O:11])[CH3:8].Cl[O-].[Na+]>O1CCCC1>[CH2:7]([O:9][C:10]([C:12]1[C:21](=[O:22])[N:20]2[C:15]([C:16]([SH:23])=[CH:17][CH:18]=[CH:19]2)=[CH:14][CH:13]=1)=[O:11])[CH3:8] |f:0.1,4.5|. Procedure details: To a suspension of 0.395 g of 60% sodium hydride (mineral oil dispersion) in 20 ml of anhydrous tetrahydrofuran is added 0.82 ml of n-propyl mercaptan under ice-cooling. After stirring for 30 minutes, the resultant mixture is mixed with 2.634 g of 3-ethoxycarbonyl-9-dimethylcarbamoylthio-4H-quinolizin-4-one in 40 ml of tetrahydrofuran, and stirred at room temperature for another 15 hours. The reaction mixture is mixed with 8 ml of aqueous sodium hypochlorite and extracted with methylene chloride...